Task: describe an organic reaction: reactants, conditions, products, and yield. Dataset: the Open Reaction Database (ORD), a public repository of structured organic reaction records Starting materials: glass, C=CC=C (1,3-butadiene), CI (methyl iodide), CN(C)CC1=CC(=C(C(=C1)C(C)(C)C)O)C(C)(C)C (N,N-dimethyl,2,6-di-t-butyl-4-aminomethylphenol). Run in C(C)(=O)OCC (ethyl acetate). Conditions: temperature 100 celsius. Product: C(C)(C)(C)C1=CC2(C=C(C1=O)C(C)(C)C)CC=CCC2 (2,4-di-t-butylspiro[5.5]undeca-1,4,8-trien-3-one). Isolated yield 98.4%. As a reaction SMILES: CN([CH2:4][C:5]1[CH:10]=[C:9]([C:11]([CH3:14])([CH3:13])[CH3:12])[C:8]([OH:15])=[C:7]([C:16]([CH3:19])([CH3:18])[CH3:17])[CH:6]=1)C.CI.[CH2:22]=[CH:23][CH:24]=[CH2:25]>C(OCC)(=O)C>[C:16]([C:7]1[C:8](=[O:15])[C:9]([C:11]([CH3:14])([CH3:13])[CH3:12])=[CH:10][C:5]2([CH2:25][CH2:24][CH:23]=[CH:22][CH2:4]2)[CH:6]=1)([CH3:19])([CH3:18])[CH3:17]. Procedure: To a 250 mL glass reaction vessel containing an ethyl acetate (50 mLs) solution of N,N-dimethyl,2,6-di-t-butyl-4-aminomethylphenol (1.32 g; 5 mmols), there was added methyl iodide (0.31 mLs; 5 mmols) to give a colorless slurry. The vessel was sealed and 1,3-butadiene (20 mmols) was introduced into the system. The reaction mixture was heated to 100° C. and the pressure was increased from atmospheric to 45 psig. The reaction mixture was maintained at these conditions for approximately 30 hours. Th...